From a dataset of the Open Reaction Database (ORD), a public repository of structured organic reaction records. describe an organic reaction: reactants, conditions, products, and yield Starting materials: [Al+3], CCC(=O)Cl, S=C=S, CC(C)c1cc2ccccn2n1, [Cl-], [Cl-], [Cl-]. The product is CCC(=O)c1c(C(C)C)nn2ccccc12. As a reaction SMILES: [Al+3:19].[C:13]([CH2:14][CH3:15])(=[O:16])[Cl:17].[C:22](=[S:23])=[S:24].[CH:1]([CH3:2])([CH3:3])[c:4]1[n:5][n:6]2[c:7]([cH:8][cH:9][cH:10][cH:11]2)[cH:12]1.[Cl-:18].[Cl-:20].[Cl-:21]>>[CH:1]([CH3:2])([CH3:3])[c:4]1[n:5][n:6]2[c:7]([cH:8][cH:9][cH:10][cH:11]2)[c:12]1[C:13]([CH2:14][CH3:15])=[O:16]. Starting materials: Cl.C(C)N=C=NCCCN(C)C (1-ethyl-3-(3-dimethylaminopropyl)carbodiimide hydrochloride), COC1=CC2=C(CC(SCC2=O)C(=O)O)C=C1OC ((±)-1,2,4,5-tetrahydro-7,8-dimethoxy-5-oxo-3-benzothiepin-2-carboxylic acid), C([C@H](O)C)(=O)OC (methyl (R)-(+)-lactate). Reagents/catalysts: CN(C1=CC=NC=C1)C (4-dimethylaminopyridine). Run in ClCCl (dichloromethane), CN(C=O)C (N,N-dimethylformamide). Run at temperature 0 celsius, time 15 hour. The product is (R)-1-methoxycarbonylethyl ester, COC1=CC2=C(C[C@@H](SCC2=O)C(=O)O)C=C1OC ((2R)-(−)-1,2,4,5-tetrahydro-7,8-dimethoxy-5-oxo-3-benzothiepin-2-carboxylic acid). Isolated yield 36.7%. Reaction SMILES: Cl.C(N=C=NCCCN(C)C)C.[CH3:13][O:14][C:15]1[C:29]([O:30][CH3:31])=[CH:28][C:18]2[CH2:19][CH:20]([C:25]([OH:27])=[O:26])[S:21][CH2:22][C:23](=[O:24])[C:17]=2[CH:16]=1.C(OC)(=O)[C@@H](C)O>ClCCl.CN(C)C=O.CN(C)C1C=CN=CC=1>[CH3:13][O:14][C:15]1[C:29]([O:30][CH3:31])=[CH:28][C:18]2[CH2:19][C@H:20]([C:25]([OH:27])=[O:26])[S:21][CH2:22][C:23](=[O:24])[C:17]=2[CH:16]=1 |f:0.1|. Reported procedure: A solution of 1-ethyl-3-(3-dimethylaminopropyl)carbodiimide hydrochloride (4.89 g) in dichloromethane (80 ml) was added to a solution of (±)-1,2,4,5-tetrahydro-7,8-dimethoxy-5-oxo-3-benzothiepin-2-carboxylic acid (6.0 g) and methyl (R)-(+)-lactate (4.43 g) in N,N-dimethylformamide (DMF) (80 ml) at 0° C., followed by the addition of 4-dimethylaminopyridine (DMAP) (1.3 g). This mixture was stirred at 0° C. for 1 hour and at room temperature for 15 hours, and concentrated under reduced pressure. Et... Starting materials: NC1=NC=C(N=C1OC)C (2-amino-3-methoxy-5-methylpyrazine), BrC1=C(C=CC=C1)S(=O)(=O)Cl (2-bromobenzenesulfonyl chloride), 44A. The product is COC=1C(=NC=C(N1)C)NS(=O)(=O)C1=C(C=CC=C1)Br (N-(3-Methoxy-5-methyl-2-pyrazinyl)-2-bromobenzenesulfonamide). As a reaction SMILES: [NH2:1][C:2]1[C:7]([O:8][CH3:9])=[N:6][C:5]([CH3:10])=[CH:4][N:3]=1.[Br:11][C:12]1[CH:17]=[CH:16][CH:15]=[CH:14][C:13]=1[S:18](Cl)(=[O:20])=[O:19]>>[CH3:9][O:8][C:7]1[C:2]([NH:1][S:18]([C:13]2[CH:14]=[CH:15][CH:16]=[CH:17][C:12]=2[Br:11])(=[O:20])=[O:19])=[N:3][CH:4]=[C:5]([CH3:10])[N:6]=1. Reported procedure: 2-amino-3-methoxy-5-methylpyrazine (1.50 g, 10.8 mmol; synthesized according to Bradbury, R. H., et. al. J. Med. Chem. 1997, 40, 996-1004) and 2-bromobenzenesulfonyl chloride (2.80 g, 11.0 mmol) were reacted according to the procedure of Example 25, Step A. 44A was a pink solid, 2.0 g (52%). Reactants: CO, O=[N+]([O-])c1ccc(F)c2ccccc12, [H-], [Na+], [Na+], O=C([O-])O, CN(C)C=O, CC(CO)c1ccnc(NC(=O)OC(C)(C)C)c1. The product is CC(COc1ccc([N+](=O)[O-])c2ccccc12)c1ccnc(NC(=O)OC(C)(C)C)c1. As a reaction SMILES: [CH3:45][OH:46].[F:21][c:22]1[cH:23][cH:24][c:25]([N+:32](=[O:33])[O-:34])[c:26]2[cH:27][cH:28][cH:29][cH:30][c:31]12.[H-:19].[Na+:20].[Na+:39].[O-:35][C:36]([OH:37])=[O:38].[O:40]=[CH:41][N:42]([CH3:43])[CH3:44].[OH:1][CH2:2][CH:3]([CH3:4])[c:5]1[cH:6][c:7]([NH:11][C:12]([O:13][C:14]([CH3:15])([CH3:16])[CH3:17])=[O:18])[n:8][cH:9][cH:10]1>>[O:1]([CH2:2][CH:3]([CH3:4])[c:5]1[cH:6][c:7]([NH:11][C:12]([O:13][C:14]([CH3:15])([CH3:16])[CH3:17])=[O:18])[n:8][cH:9][cH:10]1)[c:22]1[cH:23][cH:24][c:25]([N+:32](=[O:33])[O-:34])[c:26]2[cH:27][cH:28][cH:29][cH:30][c:31]12. Reactants: CCOc1ccc2c(c1)nc(NCCN(C)C)n[n+]2[O-], ClCCl, O=C(OC(=O)C(F)(F)F)C(F)(F)F, N, OO, O=C(O)C(F)(F)F. The product is CCOc1ccc2c(c1)[n+]([O-])c(NCCN(C)C)n[n+]2[O-]. Reaction SMILES: [CH2:16]([CH3:17])[O:18][c:19]1[cH:20][cH:21][c:22]2[c:23]([n:24][c:25]([NH:29][CH2:30][CH2:31][N:32]([CH3:33])[CH3:34])[n:26][n+:27]2[O-:28])[cH:35]1.[Cl:43][CH2:44][Cl:45].[F:3][C:4]([F:5])([F:7])[C:8](=[O:6])[O:9][C:10](=[O:11])[C:12]([F:13])([F:14])[F:15].[NH3:46].[OH:1][OH:2].[OH:36][C:37]([C:38]([F:39])([F:40])[F:41])=[O:42]>>[O-:6][n+:24]1[c:23]2[c:22]([cH:21][cH:20][c:19]([O:18][CH2:16][CH3:17])[cH:35]2)[n+:27]([O-:28])[n:26][c:25]1[NH:29][CH2:30][CH2:31][N:32]([CH3:33])[CH3:34]. Reactants: C(=O)NC=1SC=C(N1)C(C(=O)NC1[C@@H]2N(C(=C(CS2)C=C)C(=O)O)C1=O)=NOCC=C (7-[2-(2-formamidothiazol-4-yl)-2-allyloxyiminoacetamido]-3-vinyl-3-cephem-4-carboxylic acid), Cl (hydrochloric acid). Solvent: CO (methanol). Run at time 2 hour. Yields the product NC=1SC=C(N1)C(C(=O)NC1[C@@H]2N(C(=C(CS2)C=C)C(=O)O)C1=O)=NOCC=C (7-[2-(2-aminothiazol-4-yl)-2-allyloxyiminoacetamido]-3-vinyl-3-cephem-4-carboxylic acid). Yield: 83.2%. Reaction SMILES: C([NH:3][C:4]1[S:5][CH:6]=[C:7]([C:9](=[N:27][O:28][CH2:29][CH:30]=[CH2:31])[C:10]([NH:12][CH:13]2[C:25](=[O:26])[N:15]3[C:16]([C:22]([OH:24])=[O:23])=[C:17]([CH:20]=[CH2:21])[CH2:18][S:19][C@H:14]23)=[O:11])[N:8]=1)=O.Cl>CO>[NH2:3][C:4]1[S:5][CH:6]=[C:7]([C:9](=[N:27][O:28][CH2:29][CH:30]=[CH2:31])[C:10]([NH:12][CH:13]2[C:25](=[O:26])[N:15]3[C:16]([C:22]([OH:24])=[O:23])=[C:17]([CH:20]=[CH2:21])[CH2:18][S:19][C@H:14]23)=[O:11])[N:8]=1. Procedure: A mixture of 7-[2-(2-formamidothiazol-4-yl)-2-allyloxyiminoacetamido]-3-vinyl-3-cephem-4-carboxylic acid (syn isomer) (1.6 g) and conc. hydrochloric acid (1.5 ml) in methanol (30 ml) was stirred at ambient temperature for 2 hours. After evaporation of the reaction mixture, thereto was added a saturated aqueous solution of sodium bicarbonate, followed by removing the insoluble substance by filtration. The filtrate was adjusted to pH 3 with 10% hydrochloric acid, and the precipitated solid was col...